From a dataset of the Open Reaction Database (ORD), a public repository of structured organic reaction records. describe an organic reaction: reactants, conditions, products, and yield Starting materials: FC(F)(F)Oc1cc(Br)ccc1I, [Li]C(C)(C)C, C1CCOC1, CCCCC, O=CN1CCOCC1. Product: O=Cc1ccc(Br)cc1OC(F)(F)F. Reaction SMILES: [Br:1][c:2]1[cH:3][c:4]([O:9][C:10]([F:11])([F:12])[F:13])[c:5]([I:8])[cH:6][cH:7]1.[C:14]([Li:15])([CH3:16])([CH3:17])[CH3:18].[CH2:27]1[O:28][CH2:29][CH2:30][CH2:31]1.[CH3:32][CH2:33][CH2:34][CH2:35][CH3:36].[CH:19](=[O:20])[N:21]1[CH2:22][CH2:23][O:24][CH2:25][CH2:26]1>>[Br:1][c:2]1[cH:3][c:4]([O:9][C:10]([F:11])([F:12])[F:13])[c:5]([CH:19]=[O:20])[cH:6][cH:7]1. Starting materials: N (ammonia), C(C)N(C(C1(C(N=CC=C1)F)SC(N(CC)CC)=O)=O)CC (N,N-diethyl-3-(diethylcarbamoylthio)-2-fluoronicotinamide). Solvent: CO (methanol). Conditions: temperature 100 celsius. The product is C(C)N(C(C1(C(N=CC=C1)N)SC(N(CC)CC)=O)=O)CC (N,N-diethyl-2-amino-3-(diethylcarbamoylthio)nicotinamide). The yield is 47.0%. As a reaction SMILES: [NH3:1].[CH2:2]([N:4]([CH2:22][CH3:23])[C:5](=[O:21])[C:6]1([S:13][C:14](=[O:20])[N:15]([CH2:18][CH3:19])[CH2:16][CH3:17])[CH:11]=[CH:10][CH:9]=[N:8][CH:7]1F)[CH3:3]>CO>[CH2:2]([N:4]([CH2:22][CH3:23])[C:5](=[O:21])[C:6]1([S:13][C:14](=[O:20])[N:15]([CH2:18][CH3:19])[CH2:16][CH3:17])[CH:11]=[CH:10][CH:9]=[N:8][CH:7]1[NH2:1])[CH3:3]. Reported procedure: 43 g of ammonia are injected into an autoclave with a solution of 40.2 g (122 mmol) of N,N-diethyl-3-(diethylcarbamoylthio)-2-fluoronicotinamide in 350 g of methanol, and the mixture is heated at 100° C. for 10 hours. It is then concentrated in vacuo and chromatographed on silica gel using ethyl acetate. Subsequent recrystallization from Et2O/hexane gives 18.7 g (47%) of yellowish crystals. The reactants are CC(C)(C)C1=CC(=NO1)N (5-(1,1-dimethylethyl)-3-isoxazolamine), CN=C=O (methyl isocyanate), ( 5 ). Reagents/catalysts: CN(C1=CC=NC=C1)C (4-dimethylaminopyridine). Solvent: C1=CC=CC=C1 (benzene), C1=CC=CC=C1 (benzene). Reaction conditions: time 8 hour. The product is CC(C)(C)C1=CC(=NO1)NC(=O)NC (1-[5-(1,1-dimethylethyl)-3-isoxazolyl]-3-methylurea). Isolated yield 72.4%. As a reaction SMILES: [CH3:1][C:2]([C:5]1[O:9][N:8]=[C:7]([NH2:10])[CH:6]=1)([CH3:4])[CH3:3].[CH3:11][N:12]=[C:13]=[O:14]>CN(C)C1C=CN=CC=1.C1C=CC=CC=1>[CH3:1][C:2]([C:5]1[O:9][N:8]=[C:7]([NH:10][C:13]([NH:12][CH3:11])=[O:14])[CH:6]=1)([CH3:4])[CH3:3]. Procedure details: A 50 milliliter flask with a magnetic stirring bar, addition funnel, thermometer and condenser/drying tube was charged with 3.0 grams (0.021 mole) of 5-(1,1-dimethylethyl)-3-isoxazolamine, a few crystals of 4-dimethylaminopyridine and 20 milliliters of benzene. The funnel was charged with 2.3 grams (0.040 mole) of methyl isocyanate in 5 milliliters of benzene, which was added dropwise over five (5) minutes. After standing overnight, the mass of crystals which formed was isolated by filtration, w... Procedure: As described for example 163c, 3-((3-(5-fluoropyridin-2-yl)-5-methylisoxazol-4-yl)methylamino)-1-methyl-1H-pyrazole-5-carboxylic acid (92 mg, 0.28 mol) was converted, using cyclopropylamine instead of isopropylamine, to the title compound (78 mg, 76%) which was obtained as a white solid. MS: m/e=371.3 [M+H]+. The reactants are FC=1C=CC(=NC1)C1=NOC(=C1CNC1=NN(C(=C1)C(=O)O)C)C (3-((3-(5-fluoropyridin-2-yl)-5-methylisoxazol-4-yl)methylamino)-1-methyl-1H-pyrazole-5-carboxylic acid), C1(CC1)N (cyclopropylamine). Product: C1(CC1)NC(=O)C1=CC(=NN1C)NCC=1C(=NOC1C)C1=NC=C(C=C1)F (N-Cyclopropyl-3-((3-(5-fluoropyridin-2-yl)-5-methylisoxazol-4-yl)methylamino)-1-methyl-1H-pyrazole-5-carboxamide). Isolated yield 76.0%. Reaction SMILES: [F:1][C:2]1[CH:3]=[CH:4][C:5]([C:8]2[C:12]([CH2:13][NH:14][C:15]3[CH:19]=[C:18]([C:20]([OH:22])=O)[N:17]([CH3:23])[N:16]=3)=[C:11]([CH3:24])[O:10][N:9]=2)=[N:6][CH:7]=1.[CH:25]1([NH2:28])[CH2:27][CH2:26]1>>[CH:25]1([NH:28][C:20]([C:18]2[N:17]([CH3:23])[N:16]=[C:15]([NH:14][CH2:13][C:12]3[C:8]([C:5]4[CH:4]=[CH:3][C:2]([F:1])=[CH:7][N:6]=4)=[N:9][O:10][C:11]=3[CH3:24])[CH:19]=2)=[O:22])[CH2:27][CH2:26]1.